Dataset: the Open Reaction Database (ORD), a public repository of structured organic reaction records. Task: describe an organic reaction: reactants, conditions, products, and yield Starting materials: CCOC(=O)C(=NOC(c1ccccc1)(c1ccccc1)c1ccccc1)c1csc(NC(c2ccccc2)(c2ccccc2)c2ccccc2)n1, C1COCCO1, O. Yields the product O=C(O)C(=NOC(c1ccccc1)(c1ccccc1)c1ccccc1)c1csc(NC(c2ccccc2)(c2ccccc2)c2ccccc2)n1. As a reaction SMILES: [CH2:1]([CH3:2])[O:3][C:4]([C:5](=[N:6][O:7][C:8]([c:9]1[cH:10][cH:11][cH:12][cH:13][cH:14]1)([c:15]1[cH:16][cH:17][cH:18][cH:19][cH:20]1)[c:21]1[cH:22][cH:23][cH:24][cH:25][cH:26]1)[c:27]1[n:28][c:29]([NH:32][C:33]([c:34]2[cH:35][cH:36][cH:37][cH:38][cH:39]2)([c:40]2[cH:41][cH:42][cH:43][cH:44][cH:45]2)[c:46]2[cH:47][cH:48][cH:49][cH:50][cH:51]2)[s:30][cH:31]1)=[O:52].[O:53]1[CH2:54][CH2:55][O:56][CH2:57][CH2:58]1.[OH2:59]>>[O:3]=[C:4]([C:5](=[N:6][O:7][C:8]([c:9]1[cH:10][cH:11][cH:12][cH:13][cH:14]1)([c:15]1[cH:16][cH:17][cH:18][cH:19][cH:20]1)[c:21]1[cH:22][cH:23][cH:24][cH:25][cH:26]1)[c:27]1[n:28][c:29]([NH:32][C:33]([c:34]2[cH:35][cH:36][cH:37][cH:38][cH:39]2)([c:40]2[cH:41][cH:42][cH:43][cH:44][cH:45]2)[c:46]2[cH:47][cH:48][cH:49][cH:50][cH:51]2)[s:30][cH:31]1)[OH:52]. Starting materials: CC(C)(C)[Si](C)(C)OCC1OC(n2cnc3c(CCc4ccccc4)ncnc32)CC1O, C1CCOC1, CI, [H-], [Na+]. The product is COC1CC(n2cnc3c(CCc4ccccc4)ncnc32)OC1CO[Si](C)(C)C(C)(C)C. RXN SMILES: [C:1]([CH3:2])([CH3:3])([CH3:4])[Si:5]([O:6][CH2:7][CH:8]1[O:9][CH:10]([n:14]2[c:15]3[n:16][cH:17][n:18][c:19]([CH2:23][CH2:24][c:25]4[cH:26][cH:27][cH:28][cH:29][cH:30]4)[c:20]3[n:21][cH:22]2)[CH2:11][CH:12]1[OH:13])([CH3:31])[CH3:32].[CH2:37]1[O:38][CH2:39][CH2:40][CH2:41]1.[CH3:35][I:36].[H-:34].[Na+:33]>>[C:1]([CH3:2])([CH3:3])([CH3:4])[Si:5]([O:6][CH2:7][CH:8]1[O:9][CH:10]([n:14]2[c:15]3[n:16][cH:17][n:18][c:19]([CH2:23][CH2:24][c:25]4[cH:26][cH:27][cH:28][cH:29][cH:30]4)[c:20]3[n:21][cH:22]2)[CH2:11][CH:12]1[O:13][CH3:35])([CH3:31])[CH3:32]. The reactants are O (water), O (water), lactam, S(=O)(=O)([O-])[O-].[NH4+].[NH4+] (ammonium sulfate). The product is S(=O)(=O)([O-])[O-].[NH4+].[NH4+] (ammonium sulfate), O=O (oxygen). RXN SMILES: [S:1]([O-:5])([O-:4])(=[O:3])=[O:2].[NH4+:6].[NH4+].[OH2:8]>>[S:1]([O-:5])([O-:4])(=[O:3])=[O:2].[NH4+:6].[NH4+:6].[O:8]=[O:2] |f:0.1.2,4.5.6|. Procedure details: In FIG. 2, which shows a lactam preparation in which the rearrangement mixture is neutralized to ammonium sulfate, the letters A, B, D, and E denote similar devices to those in FIG. 1. The flows 1, 2, 3 and 4 are the same as those mentioned in FIG. 1. Neutralizing device B is fed with an amount of water through conduit 19 to keep the water concentration at the desired level. The extraction of lactam is effected in two extracting devices C1 and C2 that are connected by two conduits. After the neu... The reactants are C(C)(=O)O.C1(O)=CC=C(O)C=C1 (Hydroquinone Monoacetate), C1(O)=C(C(O)=CC=C1)CCCCCCCC(=O)O.C(CCCCCCC)(=O)OC1=CC(=CC=C1)O (octanoyloxy-3-hydroxy benzene (resorcinol monooctanoate)), C1(O)=CC(O)=CC=C1 (resorcinol), C(CCCCCCC)(=O)OC(CCCCCCC)=O (dioctanoic acid anhydride). The reagents and catalysts are CN(C1=CC=NC=C1)C (4-dimethylaminopyridine). Solvent: C(C)(=O)OCC (ethyl acetate), C(C)N(CC)CC (triethylamine). Product: C(CCCCCCC)(=O)OC1=CC(=CC=C1)O (Octanoyloxy-3-Hydroxy Benzene). RXN SMILES: C(O)(=O)C.C1(C=CC(O)=CC=1)O.C1(C=CC=C(O)C=1)O.C(OC(=O)CCCCCCC)(=O)CCCCCCC.C1(C=CC=C(O)C=1CCCCCCCC(O)=O)O.[C:58]([O:67][C:68]1[CH:73]=[CH:72][CH:71]=[C:70]([OH:74])[CH:69]=1)(=[O:66])[CH2:59][CH2:60][CH2:61][CH2:62][CH2:63][CH2:64][CH3:65]>C(OCC)(=O)C.CN(C)C1C=CN=CC=1.C(N(CC)CC)C>[C:58]([O:67][C:68]1[CH:73]=[CH:72][CH:71]=[C:70]([OH:74])[CH:69]=1)(=[O:66])[CH2:59][CH2:60][CH2:61][CH2:62][CH2:63][CH2:64][CH3:65] |f:0.1,4.5|. Procedure details: Adapting the method of synthesis disclosed in D. Johnston, "Preparation of Hydroquinone Monoacetate," Chemistry & Industry 24:1000 (1982) (which is incorporated herein by reference), it is expected that resorcinol may be combined with about an equimolar amount of dioctanoic acid anhydride, and ethyl acetate solvent, a non-nucleophilic solvent, in the presence of 4-dimethylaminopyridine, a catalyst, and a base, such as triethylamine, at room temperature, to produce the desired 1 octanoyloxy-3-hyd... Reactants: OC1=CC=C(C=C1)C(C(=O)OCC)CC(C)C (ethyl 2-(4-hydroxyphenyl)-4-methylpentanoate), O (water), C([O-])([O-])=O.[Na+].[Na+] (sodium carbonate), BrBr (bromine). The solvent is C(C)(=O)O (acetic acid). Yields the product BrC=1C=C(C=CC1O)C(C(=O)OCC)CC(C)C (ethyl 2-(3-bromo-4-hydroxyphenyl)-4-methylpentanoate). As a reaction SMILES: [OH:1][C:2]1[CH:7]=[CH:6][C:5]([CH:8]([CH2:14][CH:15]([CH3:17])[CH3:16])[C:9]([O:11][CH2:12][CH3:13])=[O:10])=[CH:4][CH:3]=1.[Br:18]Br.O.C(=O)([O-])[O-].[Na+].[Na+]>C(O)(=O)C>[Br:18][C:7]1[CH:6]=[C:5]([CH:8]([CH2:14][CH:15]([CH3:16])[CH3:17])[C:9]([O:11][CH2:12][CH3:13])=[O:10])[CH:4]=[CH:3][C:2]=1[OH:1] |f:3.4.5|. Procedure: To a stirred solution of ethyl 2-(4-hydroxyphenyl)-4-methylpentanoate E-9 (15 g, 63.55 mmol) in 100 ml of glacial acetic acid at 0° C., slowly added bromine (20.26 g, 64.14 mol) and stirred at same temperature for 2.5 h. After completion the reaction, the reaction mixture was poured into water and neutralized with saturated sodium carbonate solution and extracted with ethyl acetate (300 ml×3). The organic layer was washed with water, saturated sodium bicarbonate solution and brine. The organic l... Starting materials: OC1=C(C=CC=C1)C1=NN2C(S1)=NC(=C2)C2=CC=CC=C2 (2-(2-hydroxyphenyl)-6-phenyl-imidazo[2,1-b]-1,3,4-thiadiazole), C(C)(=O)OC(C)=O (acetic anhydride), C(C)(=O)OC(C)=O (acetic anhydride). The product is C(C)(=O)OC1=C(C=CC=C1)C1=NN2C(S1)=NC(=C2)C2=CC=CC=C2 (2-(2-Acetoxyphenyl)-6-phenyl-imidazo[2,1-b]-1,3,4-thiadiazole). RXN SMILES: [OH:1][C:2]1[CH:7]=[CH:6][CH:5]=[CH:4][C:3]=1[C:8]1[S:12][C:11]2=[N:13][C:14]([C:16]3[CH:21]=[CH:20][CH:19]=[CH:18][CH:17]=3)=[CH:15][N:10]2[N:9]=1.[C:22](OC(=O)C)(=[O:24])[CH3:23]>>[C:22]([O:1][C:2]1[CH:7]=[CH:6][CH:5]=[CH:4][C:3]=1[C:8]1[S:12][C:11]2=[N:13][C:14]([C:16]3[CH:21]=[CH:20][CH:19]=[CH:18][CH:17]=3)=[CH:15][N:10]2[N:9]=1)(=[O:24])[CH3:23]. Reported procedure: 4.6 g of 2-(2-hydroxyphenyl)-6-phenyl-imidazo[2,1-b]-1,3,4-thiadiazole (Example No. 28) are warmed to 150° C. in 75 ml of acetic anhydride for 1/2 an hour, excess acetic anhydride is evaporated off, the residue is stirred with water and the product is recrystallised from ethanol. 3.8 g, corresponding to 72% of theory, of colourless crystals of melting point 177° C. are obtained.